This data is from the Open Reaction Database (ORD), a public repository of structured organic reaction records. The task is: describe an organic reaction: reactants, conditions, products, and yield Reactants: O=C1CC(OC2=C1C=CC(=C2CCC)OCC2=CC=CC=C2)(CCC(=O)OC)CCC(=O)OC (dimethyl 3,4-dihydro-4-oxo-7-(phenylmethoxy)-8-propyl-2H-1-benzopyran-2,2-dipropanoate), ClC1=CC=C(OCCCOC2=C(C3=C(C(CC(O3)(CCC(=O)OCC)CCC(=O)OCC)=O)C=C2)CCC)C=C1 (diethyl 3,4-dihydro-7-[3-(4-chlorophenoxy)propoxy]-4-oxo-8-propyl-2H-1-benzopyran-2,2-dipropanoate), C(Cl)Cl (methylene chloride). Solvent: C(C)(=O)OCC (ethyl acetate). Yields the product O=C1CC(OC2=C1C=CC(=C2CCC)OCC2=CC=CC=C2)(CCC(=O)O)CCC(=O)O (3,4-dihydro-4-oxo-7-(phenylmethoxy)-8-propyl-2H-1-benzopyran-2,2-dipropanoic acid). As a reaction SMILES: [O:1]=[C:2]1[C:7]2[CH:8]=[CH:9][C:10]([O:15][CH2:16][C:17]3[CH:22]=[CH:21][CH:20]=[CH:19][CH:18]=3)=[C:11]([CH2:12][CH2:13][CH3:14])[C:6]=2[O:5][C:4]([CH2:29][CH2:30][C:31]([O:33]C)=[O:32])([CH2:23][CH2:24][C:25]([O:27]C)=[O:26])[CH2:3]1.ClC1C=CC(OCCCOC2C=CC3C(=O)CC(CCC(OCC)=O)(CCC(OCC)=O)OC=3C=2CCC)=CC=1.C(Cl)Cl>C(OCC)(=O)C>[O:1]=[C:2]1[C:7]2[CH:8]=[CH:9][C:10]([O:15][CH2:16][C:17]3[CH:18]=[CH:19][CH:20]=[CH:21][CH:22]=3)=[C:11]([CH2:12][CH2:13][CH3:14])[C:6]=2[O:5][C:4]([CH2:23][CH2:24][C:25]([OH:27])=[O:26])([CH2:29][CH2:30][C:31]([OH:33])=[O:32])[CH2:3]1. Procedure details: The title compound, 102 mg, m.p. 202°-205° C., was prepared by the method of Example 22 substituting the title product of Example 18 (455 mg) for the title product of Example 21, and utilizing methylene chloride as the extraction solvent instead of ethyl acetate. Starting materials: CCOC(=O)CC(=O)OCC, C1CCOC1, ClCCl, Cl, [H-], [H][H], COc1ccc(CCCI)c2ccc(=O)n(C)c12, [Na+]. Yields the product CCOC(=O)C(CCCc1ccc(OC)c2c1ccc(=O)n2C)C(=O)OCC. As a reaction SMILES: [C:3]([CH2:4][C:5](=[O:6])[O:7][CH2:8][CH3:9])(=[O:10])[O:11][CH2:12][CH3:13].[CH2:38]1[O:39][CH2:40][CH2:41][CH2:42]1.[Cl:35][CH2:36][Cl:37].[ClH:34].[H-:1].[H:14][H:15].[I:16][CH2:17][CH2:18][CH2:19][c:20]1[c:21]2[cH:22][cH:23][c:24](=[O:33])[n:25]([CH3:32])[c:26]2[c:27]([O:30][CH3:31])[cH:28][cH:29]1.[Na+:2]>>[C:3]([CH:4]([C:5](=[O:6])[O:7][CH2:8][CH3:9])[CH2:17][CH2:18][CH2:19][c:20]1[c:21]2[cH:22][cH:23][c:24](=[O:33])[n:25]([CH3:32])[c:26]2[c:27]([O:30][CH3:31])[cH:28][cH:29]1)(=[O:10])[O:11][CH2:12][CH3:13].